Dataset: the Open Reaction Database (ORD), a public repository of structured organic reaction records. Task: describe an organic reaction: reactants, conditions, products, and yield The reactants are COCCOc1ccc(CCC(=O)O)cc1F, O=S(Cl)Cl. Yields the product COCCOc1cc2c(cc1F)CCC2=O. RXN SMILES: [F:1][c:2]1[cH:3][c:4]([CH2:13][CH2:14][C:15](=[O:16])[OH:17])[cH:5][cH:6][c:7]1[O:8][CH2:9][CH2:10][O:11][CH3:12].[S:18]([Cl:19])([Cl:20])=[O:21]>>[F:1][c:2]1[cH:3][c:4]2[c:5]([cH:6][c:7]1[O:8][CH2:9][CH2:10][O:11][CH3:12])[C:15](=[O:17])[CH2:14][CH2:13]2. The reactants are COC(=O)C1=NC=C(C=C1)Cl (5-chloro-pyridine-2-carboxylic acid methyl ester), FC(C1=NNC=C1)(F)F (3-trifluoromethyl-1H-pyrazole), C(=O)([O-])[O-].[K+].[K+] (K2CO3). Run in CN(C)C=O (DMF). Run at temperature 105 celsius. The product is COC(=O)C1=NC=C(C=C1)N1N=C(C=C1)C(F)(F)F (5-(3-trifluoromethyl-pyrazol-1-yl)-pyridine-2-carboxylic acid methyl ester). The yield is 3.2%. Reaction SMILES: [CH3:1][O:2][C:3]([C:5]1[CH:10]=[CH:9][C:8](Cl)=[CH:7][N:6]=1)=[O:4].[F:12][C:13]([F:20])([F:19])[C:14]1[CH:18]=[CH:17][NH:16][N:15]=1.C([O-])([O-])=O.[K+].[K+]>CN(C=O)C>[CH3:1][O:2][C:3]([C:5]1[CH:10]=[CH:9][C:8]([N:16]2[CH:17]=[CH:18][C:14]([C:13]([F:20])([F:19])[F:12])=[N:15]2)=[CH:7][N:6]=1)=[O:4] |f:2.3.4|. Procedure details: A mixture of 5-chloro-pyridine-2-carboxylic acid methyl ester (1.37 g), 3-trifluoromethyl-1H-pyrazole (1.63 g) and powdered K2CO3 (1.67 g) in DMF (20 ml) was heated to 105° C. for 20 h. The mixture was evaporated and the residue partitioned between water and dichloromethane, the organic layer was washed with water, dried and evaporated. The residue was chromatographed on silica using n-heptane/ethyl acetate (gradient from 3:1 to 1:1) to give 5-(3-trifluoromethyl-pyrazol-1-yl)-pyridine-2-carboxyl... The reactants are CC1CCCN1c1nc(Cl)cc(-c2ccc(F)cc2)n1, COc1ccc(Cl)c(N2CCNC(C)C2)n1, [K+], [K+], O=C([O-])[O-]. Product: COc1ccc(Cl)c(N2CCN(c3cc(-c4ccc(F)cc4)nc(N4CCCC4C)n3)C(C)C2)n1. Reaction SMILES: [Cl:1][c:2]1[n:3][c:4]([N:15]2[CH:16]([CH3:20])[CH2:17][CH2:18][CH2:19]2)[n:5][c:6](-[c:8]2[cH:9][cH:10][c:11]([F:14])[cH:12][cH:13]2)[cH:7]1.[Cl:21][c:22]1[c:23]([N:30]2[CH2:31][CH:32]([CH3:36])[NH:33][CH2:34][CH2:35]2)[n:24][c:25]([O:28][CH3:29])[cH:26][cH:27]1.[K+:37].[K+:38].[O-:39][C:40]([O-:41])=[O:42]>>[c:2]1([N:33]2[CH:32]([CH3:36])[CH2:31][N:30]([c:23]3[c:22]([Cl:21])[cH:27][cH:26][c:25]([O:28][CH3:29])[n:24]3)[CH2:35][CH2:34]2)[n:3][c:4]([N:15]2[CH:16]([CH3:20])[CH2:17][CH2:18][CH2:19]2)[n:5][c:6](-[c:8]2[cH:9][cH:10][c:11]([F:14])[cH:12][cH:13]2)[cH:7]1. Reactants: CC(=O)C(C(=O)OC(C)(C)C)C(=O)C1CCCN1C(=O)OCc1ccccc1, Cc1ccccc1, O, Cc1ccc(S(=O)(=O)O)cc1. Yields the product CC(=O)CC(=O)C1CCCN1C(=O)OCc1ccccc1. RXN SMILES: [CH2:1]([c:2]1[cH:3][cH:4][cH:5][cH:6][cH:7]1)[O:8][C:9](=[O:10])[N:11]1[CH:12]([C:16]([CH:17]([C:18]([CH3:19])=[O:20])[C:21]([O:22][C:23]([CH3:24])([CH3:25])[CH3:26])=[O:27])=[O:28])[CH2:13][CH2:14][CH2:15]1.[CH3:41][c:42]1[cH:43][cH:44][cH:45][cH:46][cH:47]1.[OH2:29].[c:30]1([CH3:31])[cH:32][cH:33][c:34]([S:35]([OH:36])(=[O:37])=[O:38])[cH:39][cH:40]1>>[CH2:1]([c:2]1[cH:3][cH:4][cH:5][cH:6][cH:7]1)[O:8][C:9](=[O:10])[N:11]1[CH:12]([C:16]([CH2:17][C:18]([CH3:19])=[O:20])=[O:28])[CH2:13][CH2:14][CH2:15]1. The reactants are C12(CC3CC(CC(C1)C3)C2)N(C)C (1-adamantyldimethylamine), C(OC)(OC)=O (dimethyl carbonate). The product is COC([O-])=O.C12(CC3CC(CC(C1)C3)C2)[N+](C)(C)C (1-adamantyltrimethylammonium methylcarbonate). As a reaction SMILES: [C:1]12([N:11]([CH3:13])[CH3:12])[CH2:10][CH:5]3[CH2:6][CH:7]([CH2:9][CH:3]([CH2:4]3)[CH2:2]1)[CH2:8]2.[C:14](=[O:19])([O:17]C)[O:15][CH3:16]>>[CH3:16][O:15][C:14](=[O:17])[O-:19].[C:1]12([N+:11]([CH3:14])([CH3:13])[CH3:12])[CH2:8][CH:7]3[CH2:6][CH:5]([CH2:4][CH:3]([CH2:9]3)[CH2:2]1)[CH2:10]2 |f:2.3|. Procedure: The method of the invention comprises reacting 1-adamantyldimethylamine with dimethyl carbonate to produce 1-adamantyltrimethylammonium methylcarbonate. The 1-adamantyltrimethylammonium methylcarbonate is then reacted with calcium hydroxide or magnesium hydroxide in the presence of water to produce 1-adamantyltrimethylammonium hydroxide Starting materials: CN1C2CNCC1CCC2 (9-methyl-3,9-diaza-bicyclo[3.3.1]nonane), ClC1=NC2=CC=C(C=C2C=C1)[N+](=O)[O-] (2-chloro-6-nitroquinoline), C(C)(C)N(C(C)C)CC (N,N-diisopropylethylamine). Solvent: O1CCOCC1 (dioxane). Yields the product CN1C2CN(CC1CCC2)C2=NC1=CC=C(C=C1C=C2)[N+](=O)[O-] (9-Methyl-3-(6-nitro-quinolin-2-yl)-3,9-diaza-bicyclo[3.3.1]nonane). Reaction SMILES: [CH3:1][N:2]1[CH:7]2[CH2:8][CH2:9][CH2:10][CH:3]1[CH2:4][NH:5][CH2:6]2.Cl[C:12]1[CH:21]=[CH:20][C:19]2[C:14](=[CH:15][CH:16]=[C:17]([N+:22]([O-:24])=[O:23])[CH:18]=2)[N:13]=1.C(N(CC)C(C)C)(C)C>O1CCOCC1>[CH3:1][N:2]1[CH:7]2[CH2:8][CH2:9][CH2:10][CH:3]1[CH2:4][N:5]([C:12]1[CH:21]=[CH:20][C:19]3[C:14](=[CH:15][CH:16]=[C:17]([N+:22]([O-:24])=[O:23])[CH:18]=3)[N:13]=1)[CH2:6]2. Procedure details: A mixture of 9-methyl-3,9-diaza-bicyclo[3.3.1]nonane (0.50 g, 3.56 mmol), 2-chloro-6-nitroquinoline (0.74 g, 3.56 mmol), N,N-diisopropylethylamine (0.92 g, 7.13 mmol) and dioxane (25 ml) was stirred at reflux for 40 h. The mixture was allowed to cool to room temperature. The precipitated product was filtered and was washed with diethylether. The crude product was purified by silica gel column chromatography using a solvent mixture of dichloromethane, methanol and aqueous ammonia (9:1:1%). The pu... Starting materials: CCCCCCCCC=CCCCCCCCC(=O)NCC(COP(=O)(O)O)OC(=O)c1ccccc1, ClCCl. Yields the product CCCCCCCCC=CCCCCCCCC(=O)NCC(O)COP(=O)(O)O. Reaction SMILES: [C:1](=[O:2])([c:3]1[cH:4][cH:5][cH:6][cH:7][cH:8]1)[O:9][CH:10]([CH2:11][NH:12][C:13]([CH2:14][CH2:15][CH2:16][CH2:17][CH2:18][CH2:19][CH2:20][CH:21]=[CH:22][CH2:23][CH2:24][CH2:25][CH2:26][CH2:27][CH2:28][CH2:29][CH3:30])=[O:31])[CH2:32][O:33][P:34](=[O:35])([OH:36])[OH:37].[Cl:38][CH2:39][Cl:40]>>[OH:9][CH:10]([CH2:11][NH:12][C:13]([CH2:14][CH2:15][CH2:16][CH2:17][CH2:18][CH2:19][CH2:20][CH:21]=[CH:22][CH2:23][CH2:24][CH2:25][CH2:26][CH2:27][CH2:28][CH2:29][CH3:30])=[O:31])[CH2:32][O:33][P:34](=[O:35])([OH:36])[OH:37]. Starting materials: CC(C)([O-])C.[K+] (potassium tert-butoxide), Cl.NO (hydroxylamine hydrochloride), BrC1=CC=C(C#N)C=C1 (4-bromobenzonitrile). Solvent: CO (methanol), CO (methanol). Yields the product BrC1=CC=C(C(N)=NO)C=C1 (4-Bromobenzamidoxime). Yield: 109.4%. As a reaction SMILES: CC(C)([O-])C.[K+].Cl.[NH2:8][OH:9].[Br:10][C:11]1[CH:18]=[CH:17][C:14]([C:15]#[N:16])=[CH:13][CH:12]=1>CO>[Br:10][C:11]1[CH:18]=[CH:17][C:14]([C:15](=[N:8][OH:9])[NH2:16])=[CH:13][CH:12]=1 |f:0.1,2.3|. Procedure details: To a stirred solution of ice cooled methanol (115 ml), under argon, was added potassium tert-butoxide (10.12 g. 0.09 mol), portionwise. After stirring for 5 minutes hydroxylamine hydrochloride (6.71 g, 0.097 mol) was added in one portion. After stirring for 1 hour at room temperature a slurry of 4-bromobenzonitrile, (10.88 g, 0.06 mol) in methanol (150 ml) was added. The mixture was then heated at reflux for 4 hours, cooled and filtered. The filtrate was evaporated in vacuo to give the title com... Starting materials: O[C@@H]1[C@@H](NCCC1)C1=CC=CC=C1 ((+)-cis-3-hydroxy-2-phenylpiperidine). Solvent: CO (MeOH). The product is OC1C(NCCC1)C1=CC=CC=C1 ((-)-3-hydroxy-2-phenylpiperidine). Reaction SMILES: [OH:1][C@H:2]1[CH2:7][CH2:6][CH2:5][NH:4][C@H:3]1[C:8]1[CH:13]=[CH:12][CH:11]=[CH:10][CH:9]=1>CO>[OH:1][CH:2]1[CH2:7][CH2:6][CH2:5][NH:4][CH:3]1[C:8]1[CH:13]=[CH:12][CH:11]=[CH:10][CH:9]=1. Reported procedure: cis-3-Hydroxy-2-phenylpiperidine (Description 3b) and (-)dibenzoyltartrate were dissolved in methanol and crystallized by addition of ethyl acetate. The solid was recrystallised from hot methanol to give the hemi dibenzoyltartrate salt, mp 223°-224° C. This was liberated from the salt as described above to give the single enantiomer (+)-cis-3-hydroxy-2-phenylpiperidine, mp 93°-95° C. [α]23D =+98.5° (c=1, MeOH). The mother liquors were converted to the free base as described in Description 3b and... Reactants: C1CCOC1, Cc1ccc(B(O)O)cc1, CO, Cc1ccc(-c2ccn3c(=O)n(Cc4ccc(C(F)(F)F)cc4)nc3c2Cl)cc1, [K+], [K+], O=C([O-])[O-]. The product is Cc1ccc(-c2ccn3c(=O)n(Cc4ccc(C(F)(F)F)cc4)nc3c2-c2ccc(C)cc2)cc1. As a reaction SMILES: [CH2:30]1[O:31][CH2:32][CH2:33][CH2:34]1.[CH3:35][c:36]1[cH:37][cH:38][c:39]([B:42]([OH:43])[OH:44])[cH:40][cH:41]1.[CH3:51][OH:52].[F:1][C:2]([c:3]1[cH:4][cH:5][c:6]([CH2:7][n:8]2[n:9][c:10]3[n:11]([cH:12][cH:13][c:14](-[c:17]4[cH:18][cH:19][c:20]([CH3:23])[cH:21][cH:22]4)[c:15]3[Cl:16])[c:24]2=[O:25])[cH:26][cH:27]1)([F:28])[F:29].[K+:45].[K+:46].[O-:47][C:48]([O-:49])=[O:50]>>[F:1][C:2]([c:3]1[cH:4][cH:5][c:6]([CH2:7][n:8]2[n:9][c:10]3[n:11]([cH:12][cH:13][c:14](-[c:17]4[cH:18][cH:19][c:20]([CH3:23])[cH:21][cH:22]4)[c:15]3-[c:39]3[cH:38][cH:37][c:36]([CH3:35])[cH:41][cH:40]3)[c:24]2=[O:25])[cH:26][cH:27]1)([F:28])[F:29].